This data is from the Open Reaction Database (ORD), a public repository of structured organic reaction records. The task is: describe an organic reaction: reactants, conditions, products, and yield RXN SMILES: [CH3:1][O:2][C:3]([CH:4]=[C:5]([CH2:6][CH3:7])[CH2:8][CH3:9])=[O:10].[ClH:13].[Na+:12].[O:14]1[CH2:15][CH2:16][O:17][CH2:18][CH2:19]1.[OH-:11]>>[O:2]=[C:3]([CH:4]=[C:5]([CH2:6][CH3:7])[CH2:8][CH3:9])[OH:10]. The reactants are CCC(=CC(=O)OC)CC, Cl, [Na+], C1COCCO1, [OH-]. Yields the product CCC(=CC(=O)O)CC. Reactants: ClC1=CC=C(C=C1)C1=C(C=2N(C=C1)C(NN2)=O)C2=CC=C(C=C2)Cl (7,8-bis(4-chlorophenyl)-[1,2,4]triazolo[4,3-a]pyridin-3(2H)-one), C(=O)([O-])[O-].[K+].[K+] (K2CO3), BrCCC(C)C (1-bromo-3-methylbutane). Run in CN(C)C=O (DMF). Conditions: temperature 80 celsius. The product is ClC1=CC=C(C=C1)C1=C(C=2N(C=C1)C(N(N2)CCC(C)C)=O)C2=CC=C(C=C2)Cl (7,8-bis(4-chlorophenyl)-2-isopentyl-[1,2,4]triazolo[4,3-a]pyridin-3(2H)-one). Yield: 45.0%. RXN SMILES: [Cl:1][C:2]1[CH:7]=[CH:6][C:5]([C:8]2[CH:13]=[CH:12][N:11]3[C:14](=[O:17])[NH:15][N:16]=[C:10]3[C:9]=2[C:18]2[CH:23]=[CH:22][C:21]([Cl:24])=[CH:20][CH:19]=2)=[CH:4][CH:3]=1.C([O-])([O-])=O.[K+].[K+].Br[CH2:32][CH2:33][CH:34]([CH3:36])[CH3:35]>CN(C=O)C>[Cl:1][C:2]1[CH:7]=[CH:6][C:5]([C:8]2[CH:13]=[CH:12][N:11]3[C:14](=[O:17])[N:15]([CH2:32][CH2:33][CH:34]([CH3:36])[CH3:35])[N:16]=[C:10]3[C:9]=2[C:18]2[CH:19]=[CH:20][C:21]([Cl:24])=[CH:22][CH:23]=2)=[CH:4][CH:3]=1 |f:1.2.3|. Procedure: To a stirring mixture of 7,8-bis(4-chlorophenyl)-[1,2,4]triazolo[4,3-a]pyridin-3(2H)-one (50 mg, 0.14 mmol) and K2CO3 (40 mg, 0.28 mmol) in DMF (0.47 mL) at 20° C. was added 1-bromo-3-methylbutane (40 mg, 0.28 mmol). The resulting reaction mixture was heated at 80° C. for 60 min. Analysis by HPLC/MS indicated that starting material had been consumed. The reaction mixture was brought to room temperature, diluted with water, and extracted twice with diethyl ether. The combined organic extract was ... Reaction SMILES: [CH3:1][O:2][C:3]1[CH:4]=[C:5]([CH:27]=[CH:28][C:29]=1[O:30][CH3:31])[CH2:6][N:7]1[C:10](=[O:11])[C@@H:9]([NH:12][C:13]([O:15][CH2:16][C:17]2[CH:22]=[CH:21][CH:20]=[CH:19][CH:18]=2)=[O:14])[C@H:8]1[C@@H:23]([OH:26])[CH2:24][OH:25].[C:32](N1C=CN=C1)(N1C=CN=C1)=[O:33]>C1COCC1>[CH3:1][O:2][C:3]1[CH:4]=[C:5]([CH:27]=[CH:28][C:29]=1[O:30][CH3:31])[CH2:6][N:7]1[C:10](=[O:11])[C@@H:9]([NH:12][C:13]([O:15][CH2:16][C:17]2[CH:22]=[CH:21][CH:20]=[CH:19][CH:18]=2)=[O:14])[C@H:8]1[C@@H:23]1[CH2:24][O:25][C:32](=[O:33])[O:26]1. The reactants are COC=1C=C(CN2[C@@H]([C@@H](C2=O)NC(=O)OCC2=CC=CC=C2)[C@H](CO)O)C=CC1OC (benzyl (2S,3S)-1-(3,4-dimethoxybenzyl)-2-[1 (R),2-dihydroxyethyl]-4-oxo-3-azetidinecarbamate), C(=O)(N1C=NC=C1)N1C=NC=C1 (1,1'-carbonyldiimidazole). Run in C1CCOC1 (THF). Procedure: 215.23 g (0.5 mol) of benzyl (2S,3S)-1-(3,4-dimethoxybenzyl)-2-[1 (R),2-dihydroxyethyl]-4-oxo-3-azetidinecarbamate were dissolved in 3 l of THF at the boiling temperature. 12.61 g (0.75 mol) of 1,1'-carbonyldiimidazole were added. The mixture was boiled under reflux for 4 hours. The THF was subsequently removed by concentration, the oily residue was taken up in 1.5 l of dichloromethane, washed once with 500 ml of 1N aqueous hydrochloric acid, twice with 1 l of water each time and once with 500 m... Yields the product COC=1C=C(CN2[C@@H]([C@@H](C2=O)NC(=O)OCC2=CC=CC=C2)[C@H]2OC(OC2)=O)C=CC1OC (Benzyl (2S,3S)-1-(3,4-dimethoxybenzyl)-2-[(R)-2-oxo-1,3-dioxolan-4-yl]-4-oxo-3-azetidine carbamate). Yield: 96.5%. The reactants are COC(C1=CN=C(C=C1)OCC=1C(=NOC1C)C1=NC=C(C=C1)Cl)=O (6-[3-(5-chloro-pyridin-2-yl)-5-methyl-isoxazol-4-ylmethoxy]-nicotinic acid methyl ester), N1CCOCC1 (morpholine). The product is ClC=1C=CC(=NC1)C1=NOC(=C1COC1=CC=C(C=N1)C(=O)N1CCOCC1)C ({6-[3-(5-Chloro-pyridin-2-yl)-5-methyl-isoxazol-4-ylmethoxy]-pyridin-3-yl}-morpholin-4-yl-methanone). The yield is 15.0%. As a reaction SMILES: CO[C:3](=[O:25])[C:4]1[CH:9]=[CH:8][C:7]([O:10][CH2:11][C:12]2[C:13]([C:18]3[CH:23]=[CH:22][C:21]([Cl:24])=[CH:20][N:19]=3)=[N:14][O:15][C:16]=2[CH3:17])=[N:6][CH:5]=1.[NH:26]1[CH2:31][CH2:30][O:29][CH2:28][CH2:27]1>>[Cl:24][C:21]1[CH:22]=[CH:23][C:18]([C:13]2[C:12]([CH2:11][O:10][C:7]3[N:6]=[CH:5][C:4]([C:3]([N:26]4[CH2:31][CH2:30][O:29][CH2:28][CH2:27]4)=[O:25])=[CH:9][CH:8]=3)=[C:16]([CH3:17])[O:15][N:14]=2)=[N:19][CH:20]=1. Reported procedure: As described for example 301, [6-[3-(5-chloro-pyridin-2-yl)-5-methyl-isoxazol-4-ylmethoxy]-nicotinic acid methyl ester (108 mg, 0.3 mmol) was converted, using morpholine instead of 4-aminotetrahydropyran to the title compound (18 mg, 15%) which was obtained as a white solid. MS: m/e=415.1 [M+H]+. Reactants: [BH4-], CC(C)(C)OC(=O)N1CC(C(I)c2ccc(Cl)cc2)C1, CS(C)=O, [Na+]. The product is CC(C)(C)OC(=O)N1CC(Cc2ccc(Cl)cc2)C1. As a reaction SMILES: [BH4-:21].[C:1]([CH3:2])([CH3:3])([CH3:4])[O:5][C:6](=[O:7])[N:8]1[CH2:9][CH:10]([CH:12]([I:13])[c:14]2[cH:15][cH:16][c:17]([Cl:20])[cH:18][cH:19]2)[CH2:11]1.[CH3:23][S:24]([CH3:25])=[O:26].[Na+:22]>>[C:1]([CH3:2])([CH3:3])([CH3:4])[O:5][C:6](=[O:7])[N:8]1[CH2:9][CH:10]([CH2:12][c:14]2[cH:15][cH:16][c:17]([Cl:20])[cH:18][cH:19]2)[CH2:11]1.